This data is from the Open Reaction Database (ORD), a public repository of structured organic reaction records. The task is: describe an organic reaction: reactants, conditions, products, and yield Starting materials: CCCCOCc1ccc(C(=O)OC2CCC(c3cc(F)c(C#N)c(F)c3)CC2)cc1, CCCCOCc1ccc(C(=O)O)cc1, Cc1ccccc1, O=S(Cl)Cl. Yields the product CCCCOCc1ccc(C(=O)Cl)cc1. RXN SMILES: [CH2:1]([CH2:2][CH2:3][CH3:4])[O:5][CH2:6][c:7]1[cH:8][cH:9][c:10]([C:11](=[O:12])[O:13][CH:14]2[CH2:15][CH2:16][CH:17]([c:18]3[cH:19][c:20]([F:21])[c:22]([C:23]#[N:24])[c:25]([F:26])[cH:27]3)[CH2:28][CH2:29]2)[cH:30][cH:31]1.[CH2:32]([O:33][CH2:34][c:35]1[cH:36][cH:37][c:38]([C:39]([OH:40])=[O:41])[cH:42][cH:43]1)[CH2:44][CH2:45][CH3:46].[CH3:51][c:52]1[cH:53][cH:54][cH:55][cH:56][cH:57]1.[S:47]([Cl:48])([Cl:49])=[O:50]>>[CH2:1]([CH2:2][CH2:3][CH3:4])[O:5][CH2:6][c:7]1[cH:8][cH:9][c:10]([C:11](=[O:12])[Cl:49])[cH:30][cH:31]1. Starting materials: C1CCOC1, COC(Cc1ccc(O)cc1)OC, CC(=CCCCCC1=C(C)CCCC1(C)C)CO, CCOC(=O)N=NC(=O)OCC, c1ccc(P(c2ccccc2)c2ccccc2)cc1. Product: COC(Cc1ccc(OCC(C)=CCCCCC2=C(C)CCCC2(C)C)cc1)OC. As a reaction SMILES: [CH2:63]1[O:64][CH2:65][CH2:66][CH2:67]1.[CH3:19][O:20][CH:21]([CH2:22][c:23]1[cH:24][cH:25][c:26]([OH:29])[cH:27][cH:28]1)[O:30][CH3:31].[CH3:1][C:2]([CH2:3][OH:4])=[CH:5][CH2:6][CH2:7][CH2:8][CH2:9][C:10]1=[C:11]([CH3:18])[CH2:12][CH2:13][CH2:14][C:15]1([CH3:16])[CH3:17].[O:51]=[C:52]([O:53][CH2:54][CH3:55])[N:56]=[N:57][C:58]([O:59][CH2:60][CH3:61])=[O:62].[c:32]1([P:33]([c:34]2[cH:35][cH:36][cH:37][cH:38][cH:39]2)[c:40]2[cH:41][cH:42][cH:43][cH:44][cH:45]2)[cH:46][cH:47][cH:48][cH:49][cH:50]1>>[CH3:1][C:2]([CH2:3][O:4][c:26]1[cH:25][cH:24][c:23]([CH2:22][CH:21]([O:20][CH3:19])[O:30][CH3:31])[cH:28][cH:27]1)=[CH:5][CH2:6][CH2:7][CH2:8][CH2:9][C:10]1=[C:11]([CH3:18])[CH2:12][CH2:13][CH2:14][C:15]1([CH3:16])[CH3:17].